Dataset: the Open Reaction Database (ORD), a public repository of structured organic reaction records. Task: describe an organic reaction: reactants, conditions, products, and yield The reactants are NC1=CC=CC=C1 (aniline), C(CC1=CC=CC=C1)Br (phenethylbromide), C([O-])([O-])=O.[K+].[K+] (potassiumcarbonate), CS(=O)C (dimethylsulfoxide). Solvent: O (water). Reaction conditions: time 72 hour. Product: C1(=CC=CC=C1)CCNC1=CC=CC=C1 (N-(2-phenylethyl)-aniline). As a reaction SMILES: [NH2:1][C:2]1[CH:7]=[CH:6][CH:5]=[CH:4][CH:3]=1.[CH2:8](Br)[CH2:9][C:10]1[CH:15]=[CH:14][CH:13]=[CH:12][CH:11]=1.C(=O)([O-])[O-].[K+].[K+].CS(C)=O>O>[C:10]1([CH2:9][CH2:8][NH:1][C:2]2[CH:7]=[CH:6][CH:5]=[CH:4][CH:3]=2)[CH:15]=[CH:14][CH:13]=[CH:12][CH:11]=1 |f:2.3.4|. Procedure details: A mixture of aniline (9.1 ml, 100 mmol), phenethylbromide 18.5 g, 100 mmol), potassiumcarbonate (13.8 g, 100 mmol) and 50 ml dimethylsulfoxide is stirred at ambient temperature for 72 hours, and is diluted with 200 ml water. The mixture is extracted three times with diethylether and the combined organic phases is washed with water and brine and dried over magnesium sulphate. The solution is concentrated in vacuo and the crude product is subjected to a vacuum distillation yielding the title compo...